This data is from the Open Reaction Database (ORD), a public repository of structured organic reaction records. The task is: describe an organic reaction: reactants, conditions, products, and yield The reactants are C1(CCCC1)CC(=O)Cl (2-cyclopentylacetyl chloride), NC1=CC=C2C=CN(C2=C1)CC1=C(C=C(C(=O)NS(=O)(=O)C2=CC=CC=C2)C=C1)OC (N-(4-[6-aminoindol-1-ylmethyl]-3-methoxybenzoyl)benzenesulphonamide). As a reaction SMILES: [CH:1]1([CH2:6][C:7](Cl)=[O:8])[CH2:5][CH2:4][CH2:3][CH2:2]1.[NH2:10][C:11]1[CH:19]=[C:18]2[C:14]([CH:15]=[CH:16][N:17]2[CH2:20][C:21]2[CH:38]=[CH:37][C:24]([C:25]([NH:27][S:28]([C:31]3[CH:36]=[CH:35][CH:34]=[CH:33][CH:32]=3)(=[O:30])=[O:29])=[O:26])=[CH:23][C:22]=2[O:39][CH3:40])=[CH:13][CH:12]=1>>[CH:1]1([CH2:6][C:7]([NH:10][C:11]2[CH:19]=[C:18]3[C:14]([CH:15]=[CH:16][N:17]3[CH2:20][C:21]3[CH:38]=[CH:37][C:24]([C:25]([NH:27][S:28]([C:31]4[CH:36]=[CH:35][CH:34]=[CH:33][CH:32]=4)(=[O:30])=[O:29])=[O:26])=[CH:23][C:22]=3[O:39][CH3:40])=[CH:13][CH:12]=2)=[O:8])[CH2:5][CH2:4][CH2:3][CH2:2]1. Procedure details: Using a similar procedure to that described in Example 157, but starting with 2-cyclopentylacetyl chloride and N-(4-[6-aminoindol-1-ylmethyl]-3-methoxybenzoyl)benzenesulphonamide, there may be obtained N-(4-[6-(2-cyclopentylacetamido)indol-1-ylmethyl]-3-methoxybenzoyl)benzenesulphonamide as a solid essentially identical in physical properties to that obtained in Example 280. Yields the product C1(CCCC1)CC(=O)NC1=CC=C2C=CN(C2=C1)CC1=C(C=C(C(=O)NS(=O)(=O)C2=CC=CC=C2)C=C1)OC (N-(4-[6-(2-cyclopentylacetamido)indol-1-ylmethyl]-3-methoxybenzoyl)benzenesulphonamide). Starting materials: ClC=1C(=CC(=C(N)C1)[N+](=O)[O-])F (5-chloro-4-fluoro-2-nitroaniline), OS(=O)(=O)O.O (H2SO4 H2O), OCC(O)CO (glycerol), [Na+].[N+](=O)([O-])C=1C=C(C=CC1)S(=O)(=O)[O-] (3-nitrobenzensulfonic acid sodium salt). Yields the product ClC1=C2C=CC=NC2=C(C=C1F)[N+](=O)[O-] (5-Chloro-6-fluoro-8-nitroquinoline). Isolated yield 67.0%. RXN SMILES: [Cl:1][C:2]1[C:3]([F:12])=[CH:4][C:5]([N+:9]([O-:11])=[O:10])=[C:6]([CH:8]=1)[NH2:7].O[CH2:14][CH:15]([CH2:17]O)O.[Na+].[N+](C1C=C(S([O-])(=O)=O)C=CC=1)([O-])=O.OS(O)(=O)=O.O>>[Cl:1][C:2]1[C:3]([F:12])=[CH:4][C:5]([N+:9]([O-:11])=[O:10])=[C:6]2[C:8]=1[CH:14]=[CH:15][CH:17]=[N:7]2 |f:2.3,4.5|. Procedure details: In a similar fashion using route 10 general procedure 20, 5-chloro-4-fluoro-2-nitroaniline (1.0 g, 5.2 mmol), glycerol (1.5 g, 16.2 mmol), 3-nitrobenzensulfonic acid sodium salt (1.52 g, 6.7 mmol) and H2SO4/H2O (6 ml, 7:5) gave the title compound (790 mg, 67%) which was used in the next step without purification. Starting materials: NC1=NC=NC2=CC(=C(C=C12)OC)OCC1CCN(CC1)C (4-amino-6-methoxy-7-(1-methylpiperidin-4-ylmethoxy)quinazoline), [H-].[Na+] (sodium hydride), CC1=C(C(=CC=C1)C)N=C=S (2,6-Dimethylphenyl isothiocyanate). Run in CN(C)C=O (DMF). Conditions: time 20 minute. Yields the product CC1=C(C(=CC=C1)C)NC(=S)NC1=NC=NC2=CC(=C(C=C12)OC)OCC1CCN(CC1)C (1-(2,6-dimethylphenyl)-3-[6-methoxy-7-(N-methylpiperidin-4-ylmethoxy)quinazolin-4-yl]thiourea). Yield: 48.5%. RXN SMILES: [NH2:1][C:2]1[C:11]2[C:6](=[CH:7][C:8]([O:14][CH2:15][CH:16]3[CH2:21][CH2:20][N:19]([CH3:22])[CH2:18][CH2:17]3)=[C:9]([O:12][CH3:13])[CH:10]=2)[N:5]=[CH:4][N:3]=1.[H-].[Na+].[CH3:25][C:26]1[CH:31]=[CH:30][CH:29]=[C:28]([CH3:32])[C:27]=1[N:33]=[C:34]=[S:35]>CN(C=O)C>[CH3:32][C:28]1[CH:29]=[CH:30][CH:31]=[C:26]([CH3:25])[C:27]=1[NH:33][C:34]([NH:1][C:2]1[C:11]2[C:6](=[CH:7][C:8]([O:14][CH2:15][CH:16]3[CH2:21][CH2:20][N:19]([CH3:22])[CH2:18][CH2:17]3)=[C:9]([O:12][CH3:13])[CH:10]=2)[N:5]=[CH:4][N:3]=1)=[S:35] |f:1.2|. Procedure: A solution of 4-amino-6-methoxy-7-(1-methylpiperidin-4-ylmethoxy)quinazoline (150 mg) in DMF (4.5 ml) was added to sodium hydride (60% dispersion in mineral oil, 0.03 g) and the reaction mixture was stirred at ambient temperature for 20 minutes. 2,6-Dimethylphenyl isothiocyanate (0.162 g) was added and the mixture was stirred at ambient temperature for 20 hours. The reaction mixture was evaporated and the residual solid-was purified by column chromatography on silica using increasingly polar mix... The reactants are OC=1C=NC=C(C(=O)OCC)C1 (ethyl 5-hydroxynicotinate), C1CC(=O)N(C1=O)Cl (NCS), CCOC(=O)C (EtOAc). Solvent: CN(C)C=O (DMF), CCCCCC (hexane). Reaction conditions: temperature 80 celsius, time 2 hour. The product is ClC1=NC=C(C(=O)OCC)C=C1O (Ethyl 6-chloro-5-hydroxynicotinate). RXN SMILES: [OH:1][C:2]1[CH:3]=[N:4][CH:5]=[C:6]([CH:12]=1)[C:7]([O:9][CH2:10][CH3:11])=[O:8].C1C(=O)N([Cl:20])C(=O)C1.CCOC(C)=O>CN(C=O)C.CCCCCC>[Cl:20][C:3]1[C:2]([OH:1])=[CH:12][C:6]([C:7]([O:9][CH2:10][CH3:11])=[O:8])=[CH:5][N:4]=1. Procedure details: To a stirred mixture of ethyl 5-hydroxynicotinate (20 g, 0.119 mol, in DMF (200.0 mL) was added NCS (19.18 g, 0.143 mol, Aldrich). The reaction mixture was stirred for 2 h at 80° C. After completion of the reaction (monitored by TLC, 30% EtOAc in hexane), the reaction mixture was quenched with sat'd NaHCO3 solution (50 mL) and extracted with EtOAc (500 mL×3). The combined organic layers were dried over anhydrous sodium sulfate, and purified by column chromatography, silica gel (100-200 mesh), us... Reactants: Cl.Cl.C(C1=CC=CC=C1)ON[C@@H]1CC[C@H](NC1)C(=O)OC ((2S,5R)-methyl 5-(benzyloxyamino)piperidine-2-carboxylate, dihydrochloride), C([O-])([O-])=O.[K+].[K+] (potassium carbonate). Solvent: C(C)(=O)OCC (ethyl acetate). Yields the product C(C1=CC=CC=C1)ON[C@@H]1CC[C@H](NC1)C(=O)OC ((2S,5R)-Methyl 5-(benzyloxyamino)piperidine-2-carboxylate). Isolated yield 94.3%. As a reaction SMILES: Cl.Cl.[CH2:3]([O:10][NH:11][C@H:12]1[CH2:17][NH:16][C@H:15]([C:18]([O:20][CH3:21])=[O:19])[CH2:14][CH2:13]1)[C:4]1[CH:9]=[CH:8][CH:7]=[CH:6][CH:5]=1.C(=O)([O-])[O-].[K+].[K+]>C(OCC)(=O)C>[CH2:3]([O:10][NH:11][C@H:12]1[CH2:17][NH:16][C@H:15]([C:18]([O:20][CH3:21])=[O:19])[CH2:14][CH2:13]1)[C:4]1[CH:5]=[CH:6][CH:7]=[CH:8][CH:9]=1 |f:0.1.2,3.4.5|. Procedure: To (2S,5R)-methyl 5-(benzyloxyamino)piperidine-2-carboxylate, dihydrochloride (1.319 g) were added ethyl acetate (20 mL) and 50% potassium carbonate aqueous solution (20 mL) for liquid separation and the aqueous layer was extracted with ethyl acetate (15 mL) three times. The organic layer was washed with saturated brine, dried over anhydrous sodium sulfate, and filtered, subsequently concentrated under reduced pressure, and dried under vacuum overnight to afford 975 mg of the title compound (yie... RXN SMILES: [C:1](=[O:2])([OH:3])[CH2:4][N:5]1[CH2:6][CH2:7][N:8]([CH2:21][C:22](=[O:23])[OH:24])[CH2:9][CH2:10][N:11]([CH2:17][C:18](=[O:19])[OH:20])[CH2:12][CH2:13][NH:14][CH2:15][CH2:16]1.[CH2:26]([N+:27]([CH3:28])([CH3:29])[CH3:30])[c:31]1[cH:32][cH:33][cH:34][cH:35][cH:36]1.[Cl:37][CH2:38][C:39](=[O:40])[NH2:41].[ClH:42].[OH-:25].[OH2:43]>>[C:1](=[O:2])([OH:3])[CH2:4][N:5]1[CH2:6][CH2:7][N:8]([CH2:21][C:22](=[O:23])[OH:24])[CH2:9][CH2:10][N:11]([CH2:17][C:18](=[O:19])[OH:20])[CH2:12][CH2:13][N:14]([CH2:38][C:39](=[O:40])[NH2:41])[CH2:15][CH2:16]1. The product is NC(=O)CN1CCN(CC(=O)O)CCN(CC(=O)O)CCN(CC(=O)O)CC1. Starting materials: O=C(O)CN1CCNCCN(CC(=O)O)CCN(CC(=O)O)CC1, C[N+](C)(C)Cc1ccccc1, NC(=O)CCl, Cl, [OH-], O. Starting materials: C1(OCCC2=CC=CC=C12)CC(=O)O ((-)-isochromanylacetic acid), CC1CN(CC(N1)C)C1=CC=C(C(=O)N)C=C1 (4-(3,5-dimethylpiperazin-1-yl)benzamide), N1(CCNCC1)C1=CC=C(C=C1)S(=O)(=O)N (4-(piperazin-1-yl)benzenesulfonamide), ClCCC1OCC(C2=CC=CC=C12)C (1-(2-chloroethyl)-4-methyl-isochroman), C1(=CC=CC=C1)C[C@@H]1N(C(OC1)=O)C(C(C)C1=CC=CC=C1)=O ((4S)-4-(phenylmethyl)-3-(2-phenylpropionyl)-2-oxazolidinone). Yields the product [C@H]1(OCCC2=CC=CC=C12)CCN1[C@@H](CN(C[C@@H]1C)C1=CC=C(C(=O)N)C=C1)C ((S)-(-)-4-[4-[2-(Isochroman-1-yl)ethyl]-cis-3,5-dimethylpiperazin-1-yl]benzamide). Reaction SMILES: [CH:1]1([CH2:11][C:12](O)=O)[C:10]2[C:5](=[CH:6][CH:7]=[CH:8][CH:9]=2)[CH2:4][CH2:3][O:2]1.[CH3:15][CH:16]1[NH:21][CH:20]([CH3:22])[CH2:19][N:18]([C:23]2[CH:31]=[CH:30][C:26]([C:27]([NH2:29])=[O:28])=[CH:25][CH:24]=2)[CH2:17]1.N1(C2C=CC(S(N)(=O)=O)=CC=2)CCNCC1.ClCCC1C2C(=CC=CC=2)C(C)CO1.C1(C[C@H]2COC(=O)N2C(=O)C(C2C=CC=CC=2)C)C=CC=CC=1>>[C@H:1]1([CH2:11][CH2:12][N:21]2[C@@H:16]([CH3:15])[CH2:17][N:18]([C:23]3[CH:31]=[CH:30][C:26]([C:27]([NH2:29])=[O:28])=[CH:25][CH:24]=3)[CH2:19][C@H:20]2[CH3:22])[C:10]2[C:5](=[CH:6][CH:7]=[CH:8][CH:9]=2)[CH2:4][CH2:3][O:2]1. Procedure: Following the general procedure of EXAMPLE 48 and making non-critical variations (-)-isochromanylacetic acid (LXI, EXAMPLE 45, 0.346 g) and 4-(3,5-dimethylpiperazin-1-yl)benzamide [(IV), 0.462 g; prepared from 4-fluorobenzamide (III) and cis-2,6-dimethylpiperazine (II, Aldrich) by the procedure of EXAMPLE 47, Step 1] gives the title compound, mp 206-207°; MS (m/z) 393; IR (mineral oil) 1640, 1607, 1246, 3383, 1402, 1395, 1422, 1112 and 1332 cm-1.